From a dataset of the Open Reaction Database (ORD), a public repository of structured organic reaction records. describe an organic reaction: reactants, conditions, products, and yield The reactants are Fc1ccc(CBr)c(Br)c1, C1COCCN1, CC#N, CCN(C(C)C)C(C)C. The product is Fc1ccc(CN2CCOCC2)c(Br)c1. As a reaction SMILES: [Br:1][c:2]1[c:3]([CH2:9][Br:10])[cH:4][cH:5][c:6]([F:8])[cH:7]1.[CH2:11]1[CH2:12][O:13][CH2:14][CH2:15][NH:16]1.[CH3:26][C:27]#[N:28].[CH:17]([N:18]([CH:19]([CH3:20])[CH3:21])[CH2:22][CH3:23])([CH3:24])[CH3:25]>>[Br:1][c:2]1[c:3]([CH2:9][N:16]2[CH2:11][CH2:12][O:13][CH2:14][CH2:15]2)[cH:4][cH:5][c:6]([F:8])[cH:7]1. Starting materials: C(C)OC([C@@H](NC(C1=CC=C(C=C1)NS(=O)(=O)C=1C=CC2=C(C=3C(NC(=NC3CC2)C)=O)C1)=O)CCC(=O)OCC)=O (Diethyl-N-(4-((1,2,5,6-tetrahydro-3-methyl-1-oxobenzo[f]quinazolin-9-yl)sulfonamido)benzoyl)-L-glutamate), Cl (HCl). Run in N—NaOH. Conditions: time 4 hour. Yields the product CC1=NC=2CCC3=C(C2C(N1)=O)C=C(C=C3)S(=O)(=O)NC3=CC=C(C(=O)N[C@@H](CCC(=O)O)C(=O)O)C=C3 (N-(4-((1,2,5,6-Tetrahydro-3-methyl-1-oxobenzo[f]quinazolin-9-yl)-sulfonamido)benzoyl)-L-glutamic acid). The yield is 95.9%. RXN SMILES: C([O:3][C:4](=[O:42])[C@H:5]([CH2:35][CH2:36][C:37]([O:39]CC)=[O:38])[NH:6][C:7](=[O:34])[C:8]1[CH:13]=[CH:12][C:11]([NH:14][S:15]([C:18]2[CH:19]=[CH:20][C:21]3[CH2:30][CH2:29][C:28]4[N:27]=[C:26]([CH3:31])[NH:25][C:24](=[O:32])[C:23]=4[C:22]=3[CH:33]=2)(=[O:17])=[O:16])=[CH:10][CH:9]=1)C.Cl>>[CH3:31][C:26]1[NH:25][C:24](=[O:32])[C:23]2[C:22]3[CH:33]=[C:18]([S:15]([NH:14][C:11]4[CH:12]=[CH:13][C:8]([C:7]([NH:6][C@H:5]([C:4]([OH:42])=[O:3])[CH2:35][CH2:36][C:37]([OH:39])=[O:38])=[O:34])=[CH:9][CH:10]=4)(=[O:16])=[O:17])[CH:19]=[CH:20][C:21]=3[CH2:30][CH2:29][C:28]=2[N:27]=1. Procedure details: Diethyl-N-(4-((1,2,5,6-tetrahydro-3-methyl-1-oxobenzo[f]quinazolin-9-yl)sulfonamido)benzoyl)-L-glutamate (4.53 g, 7.6 mmole) was dissolved in N—NaOH (64 ml) and the solution stirred at room temperature for 4 hours. The pH of the solution was adjusted to 3.00 with 1 N HCl, the solid collected by filtration, washed with water and dried under high vacuum to yield the product as an off-white solid (3.94 g 96%). 1HNMR (DMSO-d6,300 MHz) δ: 1.84-1.96 (m,1H,glu CH); 2.00-2.10 (m, 1H, glu CH); 2.32(s, 3H... Reactants: [N+](=O)([O-])C=1C=C2C=CNC2=CC1 (5-nitroindole), BrCCC1=C(C=C(C(=O)OC)C=C1)OC (methyl 4-bromoethyl-3-methoxybenzoate). Reagents/catalysts: [Ag]=O (Silver oxide). Run in O1CCOCC1 (dioxane). Yields the product COC=1C=C(C(=O)OC)C=CC1CC1=CNC2=CC=C(C=C12)[N+](=O)[O-] (Methyl 3-methoxy-4-(5-nitroindol-3-ylmethyl)benzoate). Isolated yield 55.6%. Reaction SMILES: [N+:1]([C:4]1[CH:5]=[C:6]2[C:10](=[CH:11][CH:12]=1)[NH:9][CH:8]=[CH:7]2)([O-:3])=[O:2].BrC[CH2:15][C:16]1[CH:25]=[CH:24][C:19]([C:20]([O:22][CH3:23])=[O:21])=[CH:18][C:17]=1[O:26][CH3:27]>O1CCOCC1.[Ag]=O>[CH3:27][O:26][C:17]1[CH:18]=[C:19]([CH:24]=[CH:25][C:16]=1[CH2:15][C:7]1[C:6]2[C:10](=[CH:11][CH:12]=[C:4]([N+:1]([O-:3])=[O:2])[CH:5]=2)[NH:9][CH:8]=1)[C:20]([O:22][CH3:23])=[O:21]. Reported procedure: Silver oxide (2.32 grams) was added to a solution of 5-nitroindole (1.62 grams) and methyl 4-bromoethyl-3-methoxybenzoate (2.6 grams) in 10 mL of dioxane. The mixture was heated at 60° for 20 hours. The dioxane was evaporated and ethyl acetate was added to the residue. The resulting suspension was filtered. The filtrate was evaporated and the residue was purified on silica with hexane/ethyl acetate to give 1.8 grams of title compound, m.p. 162°-163°. Reactants: Cl (hydrochloric acid), C1(=CC=CC=C1)C=1C(=CN(C1)CC1=CC=C(C=C1)OCC1=CSC=C1)CCC(=O)OCC (ethyl 3-[4-phenyl-1-[4-(3-thienylmethoxy)benzyl]-3-pyrrolyl]propionate), [OH-].[Na+] (sodium hydroxide), O1CCCC1 (tetrahydrofuran). Solvent: C(C)O (ethanol). Conditions: time 5 hour. Product: C1(=CC=CC=C1)C=1C(=CN(C1)CC1=CC=C(C=C1)OCC1=CSC=C1)CCC(=O)O (3-[4-phenyl-1-[4-(3-thienylmethoxy)benzyl]-3-pyrrolyl]propionic acid). Isolated yield 72.0%. Reaction SMILES: [C:1]1([C:7]2[C:8]([CH2:26][CH2:27][C:28]([O:30]CC)=[O:29])=[CH:9][N:10]([CH2:12][C:13]3[CH:18]=[CH:17][C:16]([O:19][CH2:20][C:21]4[CH:25]=[CH:24][S:23][CH:22]=4)=[CH:15][CH:14]=3)[CH:11]=2)[CH:6]=[CH:5][CH:4]=[CH:3][CH:2]=1.[OH-].[Na+].O1CCCC1.Cl>C(O)C>[C:1]1([C:7]2[C:8]([CH2:26][CH2:27][C:28]([OH:30])=[O:29])=[CH:9][N:10]([CH2:12][C:13]3[CH:18]=[CH:17][C:16]([O:19][CH2:20][C:21]4[CH:25]=[CH:24][S:23][CH:22]=4)=[CH:15][CH:14]=3)[CH:11]=2)[CH:2]=[CH:3][CH:4]=[CH:5][CH:6]=1 |f:1.2|. Procedure details: A mixture of ethyl 3-[4-phenyl-1-[4-(3-thienylmethoxy)benzyl]-3-pyrrolyl]propionate (624 mg), 1N aqueous sodium hydroxide solution (3 ml), tetrahydrofuran (6 ml), and ethanol (6 ml) was stirred at room temperature for 5 hours, and 1N hydrochloric acid (3 ml) was added to the mixture, which was extracted with ethyl acetate. The ethyl acetate layer was washed with saturated aqueous sodium chloride solution, dried (MgSO4), and then concentrated. The colorless crystals obtained were collected by fil...